This data is from the Open Reaction Database (ORD), a public repository of structured organic reaction records. The task is: describe an organic reaction: reactants, conditions, products, and yield Starting materials: C1(=CC=CC=C1)N=C=O (Phenylisocyanate), NC1=CC(=NC2=CC(=C(C=C12)OC)OC)N1CCNCC1 (4-amino-6,7-dimethoxy-2-(piperazin-1-yl)quinoline), C(Cl)(Cl)Cl (chloroform). Reaction conditions: time 4 hour. Product: Cl.Cl.NC1=CC(=NC2=CC(=C(C=C12)OC)OC)N1CCN(CC1)C(NC1=CC=CC=C1)=O (4-amino-6,7-dimethoxy-2-[4-(N-phenylcarbamoyl)piperazin-1-yl]quinoline dihydrochloride). RXN SMILES: [C:1]1([N:7]=[C:8]=[O:9])[CH:6]=[CH:5][CH:4]=[CH:3][CH:2]=1.[NH2:10][C:11]1[C:20]2[C:15](=[CH:16][C:17]([O:23][CH3:24])=[C:18]([O:21][CH3:22])[CH:19]=2)[N:14]=[C:13]([N:25]2[CH2:30][CH2:29][NH:28][CH2:27][CH2:26]2)[CH:12]=1.C(Cl)(Cl)[Cl:32]>>[ClH:32].[ClH:32].[NH2:10][C:11]1[C:20]2[C:15](=[CH:16][C:17]([O:23][CH3:24])=[C:18]([O:21][CH3:22])[CH:19]=2)[N:14]=[C:13]([N:25]2[CH2:26][CH2:27][N:28]([C:8](=[O:9])[NH:7][C:1]3[CH:6]=[CH:5][CH:4]=[CH:3][CH:2]=3)[CH2:29][CH2:30]2)[CH:12]=1 |f:3.4.5|. Procedure details: Phenylisocyanate (1.1 g) was added to a stirred suspension of 4-amino-6,7-dimethoxy-2-(piperazin-1-yl)quinoline (0.72 g) in chloroform (25 ml) at room temperature and the reaction mixture was stirred for 4 hours. The mixture was evaporated in vacuo, the residue taken up in methanol-chloroform and treated with ethereal hydrogen chloride. The crude product was purified by chromatography on silica gel eluting with methylene chloride followed by chloroform/methanol and then recrystallised from metha... The reactants are [Cl-].[NH4+] (ammonium chloride), —Sodium hydride, [N+](=O)([O-])C1=CC=C2C=CNC2=C1 (6-nitroindole), Cl.ClCC1=NC=CC=C1 (2-chloromethyl-pyridine hydrochloride). The solvent is CN1C(CCC1)=O (1-methyl-2-pyrrolidinone). Run at time 45 minute. The product is [N+](=O)([O-])C1=CC=C2C=CN(C2=C1)CC1=NC=CC=C1 (6-nitro-1-pyridin-2-ylmethyl-1H-indole). Yield: 81.7%. Reaction SMILES: [N+:1]([C:4]1[CH:12]=[C:11]2[C:7]([CH:8]=[CH:9][NH:10]2)=[CH:6][CH:5]=1)([O-:3])=[O:2].Cl.Cl[CH2:15][C:16]1[CH:21]=[CH:20][CH:19]=[CH:18][N:17]=1.[Cl-].[NH4+]>CN1CCCC1=O>[N+:1]([C:4]1[CH:12]=[C:11]2[C:7]([CH:8]=[CH:9][N:10]2[CH2:15][C:16]2[CH:21]=[CH:20][CH:19]=[CH:18][N:17]=2)=[CH:6][CH:5]=1)([O-:3])=[O:2] |f:1.2,3.4|. Reported procedure: —Sodium hydride (60% dispersion in oil, 15.5 g, 319 mmol) was added in portions to a solution of 6-nitroindole (23.5 g, 145 mmol) in 1-methyl-2-pyrrolidinone (1000 ml). After 45 min. stirring, 2-chloromethyl-pyridine hydrochloride (28.2 g, 174 mmol) was added in portions. Stirring was continued for 1 h and the reaction mixture was poured into a saturated aqueous solution of ammonium chloride. The product was extracted into ethyl acetate; the combined organic phases were washed with brine, dried ... Starting materials: CSc1nc(C)c2cc(Br)c(=O)n(C3CCCC3)c2n1, O=C([O-])[O-], COCOCCn1cc(B2OC(C)(C)C(C)(C)O2)cn1, [K+], [K+], CN(C)C=O, [Pd], c1ccc(P(c2ccccc2)c2ccccc2)cc1, c1ccc(P(c2ccccc2)c2ccccc2)cc1, c1ccc(P(c2ccccc2)c2ccccc2)cc1, c1ccc(P(c2ccccc2)c2ccccc2)cc1. Product: COCOCCn1cc(-c2cc3c(C)nc(SC)nc3n(C3CCCC3)c2=O)cn1. As a reaction SMILES: [Br:1][c:2]1[cH:3][c:4]2[c:5]([n:6][c:7]([S:11][CH3:12])[n:8][c:9]2[CH3:10])[n:13]([CH:16]2[CH2:17][CH2:18][CH2:19][CH2:20]2)[c:14]1=[O:15].[C:41](=[O:42])([O-:43])[O-:44].[CH3:21][O:22][CH2:23][O:24][CH2:25][CH2:26][n:27]1[n:28][cH:29][c:30]([B:32]2[O:33][C:34]([CH3:35])([CH3:36])[C:37]([CH3:38])([CH3:39])[O:40]2)[cH:31]1.[K+:45].[K+:46].[O:124]=[CH:125][N:126]([CH3:127])[CH3:128].[Pd:123].[c:104]1([P:105]([c:106]2[cH:107][cH:108][cH:109][cH:110][cH:111]2)[c:112]2[cH:113][cH:114][cH:115][cH:116][cH:117]2)[cH:118][cH:119][cH:120][cH:121][cH:122]1.[c:47]1([P:48]([c:49]2[cH:50][cH:51][cH:52][cH:53][cH:54]2)[c:55]2[cH:56][cH:57][cH:58][cH:59][cH:60]2)[cH:61][cH:62][cH:63][cH:64][cH:65]1.[c:66]1([P:67]([c:68]2[cH:69][cH:70][cH:71][cH:72][cH:73]2)[c:74]2[cH:75][cH:76][cH:77][cH:78][cH:79]2)[cH:80][cH:81][cH:82][cH:83][cH:84]1.[c:85]1([P:86]([c:87]2[cH:88][cH:89][cH:90][cH:91][cH:92]2)[c:93]2[cH:94][cH:95][cH:96][cH:97][cH:98]2)[cH:99][cH:100][cH:101][cH:102][cH:103]1>>[c:2]1(-[c:30]2[cH:29][n:28][n:27]([CH2:26][CH2:25][O:24][CH2:23][O:22][CH3:21])[cH:31]2)[cH:3][c:4]2[c:5]([n:6][c:7]([S:11][CH3:12])[n:8][c:9]2[CH3:10])[n:13]([CH:16]2[CH2:17][CH2:18][CH2:19][CH2:20]2)[c:14]1=[O:15]. The reactants are C(CC1=CC=CC=C1)C=1C=C(CO)C=CC1 (3-phenethylbenzyl alcohol), S(=O)(Cl)Cl (thionyl chloride). Solvent: C(Cl)(Cl)Cl (chloroform). The product is C(CC1=CC=CC=C1)C=1C=C(CCl)C=CC1 (3-phenethylbenzyl chloride). Isolated yield 99.0%. RXN SMILES: [CH2:1]([C:9]1[CH:10]=[C:11]([CH:14]=[CH:15][CH:16]=1)[CH2:12]O)[CH2:2][C:3]1[CH:8]=[CH:7][CH:6]=[CH:5][CH:4]=1.S(Cl)([Cl:19])=O>C(Cl)(Cl)Cl>[CH2:1]([C:9]1[CH:10]=[C:11]([CH:14]=[CH:15][CH:16]=1)[CH2:12][Cl:19])[CH2:2][C:3]1[CH:8]=[CH:7][CH:6]=[CH:5][CH:4]=1. Procedure details: The resulting alcohol (140 mg) was dissolved in 1 ml of chloroform, and 0.3 ml of thionyl chloride was added. The mixture was reacted at room temperature for 30 minutes. The reaction mixture was evaporated under reduced pressure to give 150 mg (yield 99%) of 3-phenethylbenzyl chloride as a pale yellow oil. Starting materials: C1(=CC=CC=C1)C(N1N=C(N=C1)CCCOC1=NC=CC(=C1)CN)(C1=CC=CC=C1)C1=CC=CC=C1 (1-[2-({3-[1-(triphenylmethyl)-1H-1,2,4-triazol-3-yl]propyl}oxy)pyridin-4-yl]methaneamine), C1(=CC=CC=C1)C(N1N=C(N=C1)OCCOC=1C=C(C=CC1)CN)(C1=CC=CC=C1)C1=CC=CC=C1 (1-{3-[(2-{[1-(triphenylmethyl)-1H-1,2,4-triazol-3-yl]oxy}ethyl)oxy]phenyl}methanamine), O=C1NC(=NC2=CC=CC=C12)C(=O)OCC (ethyl 4-oxo-3,4-dihydro-2-quinazolinecarboxylate), CC1=CSC=2N=C(NC(C21)=O)C(=O)OCC (ethyl 5-methyl-4-oxo-3,4-dihydrothieno[2,3-d]pyrimidine-2-carboxylate). The product is CC1=CSC=2N=C(NC(C21)=O)C(=O)NCC2=CC(=CC=C2)OCCOC2=NNC=N2 (5-methyl-4-oxo-N-[(3-{[2-(1H-1,2,4-triazol-3-yloxy)ethyl]oxy}phenyl)methyl]-3,4-dihydrothieno[2,3-d]pyrimidine-2-carboxamide), powder. The yield is 79.0%. Reaction SMILES: O=C1C2C(=CC=CC=2)N=C(C(OCC)=O)N1.[CH3:17][C:18]1[C:26]2[C:25](=[O:27])[NH:24][C:23]([C:28]([O:30]CC)=O)=[N:22][C:21]=2[S:20][CH:19]=1.C1(C(C2C=CC=CC=2)(C2C=CC=CC=2)N2C=NC(CCCOC3C=C(CN)C=CN=3)=N2)C=CC=CC=1.C1(C(C2C=CC=CC=2)(C2C=CC=CC=2)[N:76]2[CH:80]=[N:79][C:78]([O:81][CH2:82][CH2:83][O:84][C:85]3[CH:86]=[C:87]([CH2:91][NH2:92])[CH:88]=[CH:89][CH:90]=3)=[N:77]2)C=CC=CC=1>>[CH3:17][C:18]1[C:26]2[C:25](=[O:27])[NH:24][C:23]([C:28]([NH:92][CH2:91][C:87]3[CH:88]=[CH:89][CH:90]=[C:85]([O:84][CH2:83][CH2:82][O:81][C:78]4[N:79]=[CH:80][NH:76][N:77]=4)[CH:86]=3)=[O:30])=[N:22][C:21]=2[S:20][CH:19]=1. Procedure: By a method similar to that in Example 22, and using, instead of ethyl 4-oxo-3,4-dihydro-2-quinazolinecarboxylate, ethyl 5-methyl-4-oxo-3,4-dihydrothieno[2,3-d]pyrimidine-2-carboxylate obtained according to the method described in U.S. Pat. No. 4,054,656 and using, instead of 1-[2-({3-[1-(triphenylmethyl)-1H-1,2,4-triazol-3-yl]propyl}oxy)pyridin-4-yl]methaneamine, 1-{3-[(2-{[1-(triphenylmethyl)-1H-1,2,4-triazol-3-yl]oxy}ethyl)oxy]phenyl}methanamine obtained in Reference Example 32, the title com... Reactants: CC(C)(C)OC(=O)NCc1ccccc1-c1ccc(CO)cc1, CC(CNC(C)(C)CC(=O)NC1CSc2ccccc2NC1=O)OCc1ccccc1. Yields the product CC(CNC(C)(C)CC(=O)NC1CSc2ccccc2N(Cc2ccc(-c3ccccc3CNC(=O)OC(C)(C)C)cc2)C1=O)OCc1ccccc1. Reaction SMILES: [C:32]([CH3:33])([CH3:34])([CH3:35])[O:36][C:37](=[O:38])[NH:39][CH2:40][c:41]1[c:42](-[c:47]2[cH:48][cH:49][c:50]([CH2:53][OH:54])[cH:51][cH:52]2)[cH:43][cH:44][cH:45][cH:46]1.[CH2:1]([c:2]1[cH:3][cH:4][cH:5][cH:6][cH:7]1)[O:8][CH:9]([CH2:10][NH:11][C:12]([CH2:13][C:14](=[O:15])[NH:16][CH:17]1[CH2:18][S:19][c:20]2[c:21]([cH:25][cH:26][cH:27][cH:28]2)[NH:22][C:23]1=[O:24])([CH3:29])[CH3:30])[CH3:31]>>[CH2:1]([c:2]1[cH:3][cH:4][cH:5][cH:6][cH:7]1)[O:8][CH:9]([CH2:10][NH:11][C:12]([CH2:13][C:14](=[O:15])[NH:16][CH:17]1[CH2:18][S:19][c:20]2[c:21]([cH:25][cH:26][cH:27][cH:28]2)[N:22]([CH2:53][c:50]2[cH:49][cH:48][c:47](-[c:42]3[c:41]([CH2:40][NH:39][C:37]([O:36][C:32]([CH3:33])([CH3:34])[CH3:35])=[O:38])[cH:46][cH:45][cH:44][cH:43]3)[cH:52][cH:51]2)[C:23]1=[O:24])([CH3:29])[CH3:30])[CH3:31]. RXN SMILES: [C:26]1(=[O:27])[O:28][CH2:29][c:30]2[cH:31][cH:32][cH:33][cH:34][c:35]21.[CH2:21]1[O:22][CH2:23][CH2:24][CH2:25]1.[CH3:12][Si:13]([N-:14][Si:15]([CH3:16])([CH3:17])[CH3:18])([CH3:19])[CH3:20].[CH3:42][N:43]([CH3:44])[CH:45]=[O:46].[ClH:36].[Li+:11].[NH:1]1[C:2](=[O:10])[CH2:3][c:4]2[n:5][cH:6][cH:7][cH:8][c:9]21.[Na+:41].[O-:37][C:38]([OH:39])=[O:40].[OH2:47]>>[NH:1]1[C:2](=[O:10])[C:3](=[C:26]2[O:28][CH2:29][c:30]3[cH:31][cH:32][cH:33][cH:34][c:35]32)[c:4]2[n:5][cH:6][cH:7][cH:8][c:9]21. The reactants are O=C1OCc2ccccc21, C1CCOC1, C[Si](C)(C)[N-][Si](C)(C)C, CN(C)C=O, Cl, [Li+], O=C1Cc2ncccc2N1, [Na+], O=C([O-])O, O. Yields the product O=C1Nc2cccnc2C1=C1OCc2ccccc21.